Dataset: the Open Reaction Database (ORD), a public repository of structured organic reaction records. Task: describe an organic reaction: reactants, conditions, products, and yield Reactants: CCOC(=O)CCNC(=O)c1ccc(NC(c2oc3ccc(OC)cc3c2Br)C2CCCCC2)cc1, CCO, [Na+], C1CCOC1, [OH-]. The product is COc1ccc2oc(C(Nc3ccc(C(=O)NCCC(=O)O)cc3)C3CCCCC3)c(Br)c2c1. As a reaction SMILES: [Br:1][c:2]1[c:3]([CH:13]([CH:14]2[CH2:15][CH2:16][CH2:17][CH2:18][CH2:19]2)[NH:20][c:21]2[cH:22][cH:23][c:24]([C:27](=[O:28])[NH:29][CH2:30][CH2:31][C:32](=[O:33])[O:34][CH2:35][CH3:36])[cH:25][cH:26]2)[o:4][c:5]2[c:6]1[cH:7][c:8]([O:11][CH3:12])[cH:9][cH:10]2.[CH3:44][CH2:45][OH:46].[Na+:43].[O:37]1[CH2:38][CH2:39][CH2:40][CH2:41]1.[OH-:42]>>[Br:1][c:2]1[c:3]([CH:13]([CH:14]2[CH2:15][CH2:16][CH2:17][CH2:18][CH2:19]2)[NH:20][c:21]2[cH:22][cH:23][c:24]([C:27](=[O:28])[NH:29][CH2:30][CH2:31][C:32](=[O:33])[OH:34])[cH:25][cH:26]2)[o:4][c:5]2[c:6]1[cH:7][c:8]([O:11][CH3:12])[cH:9][cH:10]2.